Dataset: the Open Reaction Database (ORD), a public repository of structured organic reaction records. Task: describe an organic reaction: reactants, conditions, products, and yield Reactants: C(C)(C)NC(C)C (diisopropylamine), C(CCC)[Li] (n-butyllithium), CC1=CC=C(C(=O)O)C=C1 (p-methylbenzoic acid), IC (iodomethane), BrCCC(=C)C (1-bromo-3-methyl-3-butene), ice, [H-].[Na+] (NaH). Solvent: C1CCOC1 (THF), CCCCCC (hexane), CN(C)C=O (DMF), C1CCOC1 (THF). Run at time 10 minute. Product: CC(=CCCC1=CC=C(C(=O)OC)C=C1)C (4-(4-Methyl-3-pentenyl)benzoic acid, methyl ester). Isolated yield 42.1%. As a reaction SMILES: [CH:1](NC(C)C)(C)C.C([Li])CCC.[CH3:13][C:14]1[CH:22]=[CH:21][C:17]([C:18]([OH:20])=[O:19])=[CH:16][CH:15]=1.Br[CH2:24][CH2:25][C:26]([CH3:28])=[CH2:27].[H-].[Na+].IC>C1COCC1.CCCCCC.CN(C=O)C>[CH3:27][C:26]([CH3:28])=[CH:25][CH2:24][CH2:13][C:14]1[CH:22]=[CH:21][C:17]([C:18]([O:20][CH3:1])=[O:19])=[CH:16][CH:15]=1 |f:4.5|. Reported procedure: In a flame-dried flask, to a stirred solution of 11.8 mL (84.3 mmol) of diisopropylamine in 80 mL of THF at -10° C. under argon, was added 33.0 mL (82.5 mmol) of 2.5M n-butyllithium in hexane at a rate to keep the temperature below +5° C. The resulting light yellow solution was stirred 10 minutes and then a solution of 5.45 g (40.0 mmol) of p-methylbenzoic acid in 20 mL of THF was added over 15 minutes. The resulting deep red solution was stirred for 45 minutes and 4.61 mL (40.0 mmol) of 1-bromo... The reactants are NC(C(=O)O)C(C)(C)C (2-amino-3,3-dimethylbutanoic acid), C1(CCCCCC1)NC(=S)N (N-cycloheptylthiourea). Yields the product C(C)(C)(C)C1C(N=C(S1)NC1CCCCCC1)=O (5-tert-butyl-2-(cycloheptylamino)-1,3-thiazol-4(5H)-one). RXN SMILES: N[CH:2]([C:6]([CH3:9])([CH3:8])[CH3:7])[C:3](O)=[O:4].[CH:10]1([NH:17][C:18]([NH2:20])=[S:19])[CH2:16][CH2:15][CH2:14][CH2:13][CH2:12][CH2:11]1>>[C:6]([CH:2]1[S:19][C:18]([NH:17][CH:10]2[CH2:11][CH2:12][CH2:13][CH2:14][CH2:15][CH2:16]2)=[N:20][C:3]1=[O:4])([CH3:9])([CH3:8])[CH3:7]. Procedure: Synthesis was performed from 2-amino-3,3-dimethylbutanoic acid and N-cycloheptylthiourea according to Method E and C. Starting materials: CC(=CCCCOCC(CO)(CO)CO)CCCC(CCCC(CCCC(C)C)C)C (Mono-O-(5,9,13,17-tetramethyloctadec-4-enyl)pentaerythritol). Solvent: O (water). Yields the product CC(=CCCCOCC(CO)(CO)CO)CCCC(CCCC(CCCC(C)C)C)C.O (mono-O-(5,9,13,17-tetramethyloctadec-4-enyl)pentaerythritol water). As a reaction SMILES: [CH3:1][C:2]([CH2:16][CH2:17][CH2:18][CH:19]([CH3:31])[CH2:20][CH2:21][CH2:22][CH:23]([CH3:30])[CH2:24][CH2:25][CH2:26][CH:27]([CH3:29])[CH3:28])=[CH:3][CH2:4][CH2:5][CH2:6][O:7][CH2:8][C:9]([CH2:14][OH:15])([CH2:12][OH:13])[CH2:10][OH:11]>O>[CH3:1][C:2]([CH2:16][CH2:17][CH2:18][CH:19]([CH3:31])[CH2:20][CH2:21][CH2:22][CH:23]([CH3:30])[CH2:24][CH2:25][CH2:26][CH:27]([CH3:29])[CH3:28])=[CH:3][CH2:4][CH2:5][CH2:6][O:7][CH2:8][C:9]([CH2:12][OH:13])([CH2:14][OH:15])[CH2:10][OH:11].[OH2:7] |f:2.3|. Reported procedure: Mono-O-(5,9,13,17-tetramethyloctadec-4-enyl)pentaerythritol and water were homogeneously mixed in accordance with the same procedure as in Example 13 to obtain a sample of mono-O-(5,9,13,17-tetramethyloctadec-4-enyl)pentaerythritol/water system. SAXS analysis of the sample of mono-O-(5,9,13,17-tetramethyloctadec-4-enyl)pentaerythritol/water system was performed in the same manner as in Example 13. As a result, at least 3 sharp scattering peaks were observed. The peak value ratio exhibited the fo... Reactants: Cc1ccccc1, Clc1cccc(N2CCNCC2)c1, Cc1ccc2nc(C)c(CCCl)c(=O)n2c1. The product is Cc1ccc2nc(C)c(CCN3CCN(c4cccc(Cl)c4)CC3)c(=O)n2c1. RXN SMILES: [CH3:30][c:31]1[cH:32][cH:33][cH:34][cH:35][cH:36]1.[Cl:17][c:18]1[cH:19][c:20]([N:24]2[CH2:25][CH2:26][NH:27][CH2:28][CH2:29]2)[cH:21][cH:22][cH:23]1.[Cl:1][CH2:2][CH2:3][c:4]1[c:5]([CH3:16])[n:6][c:7]2[n:8]([c:9]1=[O:10])[cH:11][c:12]([CH3:15])[cH:13][cH:14]2>>[CH2:2]([CH2:3][c:4]1[c:5]([CH3:16])[n:6][c:7]2[n:8]([c:9]1=[O:10])[cH:11][c:12]([CH3:15])[cH:13][cH:14]2)[N:27]1[CH2:26][CH2:25][N:24]([c:20]2[cH:19][c:18]([Cl:17])[cH:23][cH:22][cH:21]2)[CH2:29][CH2:28]1. Starting materials: CCI, Cn1c(=O)cc(Cl)[nH]c1=O. Yields the product CCn1c(Cl)cc(=O)n(C)c1=O. RXN SMILES: [CH2:11]([CH3:12])[I:13].[Cl:1][c:2]1[cH:3][c:4](=[O:10])[n:5]([CH3:9])[c:6](=[O:8])[nH:7]1>>[Cl:1][c:2]1[cH:3][c:4](=[O:10])[n:5]([CH3:9])[c:6](=[O:8])[n:7]1[CH2:11][CH3:12].